From a dataset of the Open Reaction Database (ORD), a public repository of structured organic reaction records. describe an organic reaction: reactants, conditions, products, and yield Starting materials: C(C)(C)(C)OC(=O)N[C@@H]1C[C@@H](CN(C1)C1=NC(=CC(=C1)C)NC1=CC=NN1)C(=O)OC (methyl cis-5-[(tert-butoxycarbonyl)amino]-1-[4-methyl-6-(1H-pyrazol-5-ylamino)pyridin-2-yl]piperidine-3-carboxylate), aqueous solution, [OH-].[Na+] (NaOH), [NH4+].[Cl-] (NH4Cl). The solvent is CO (MeOH). Conditions: time 4 hour. Product: C(C)(C)(C)OC(=O)N[C@@H]1C[C@@H](CN(C1)C1=NC(=CC(=C1)C)NC1=CC=NN1)C(=O)O (cis-5-[(tert-butoxycarbonyl)amino]-1-[4-methyl-6-(1H-pyrazol-5-ylamino)pyridin-2-yl]piperidine-3-carboxylic acid). The yield is 17.1%. As a reaction SMILES: [C:1]([O:5][C:6]([NH:8][C@H:9]1[CH2:14][N:13]([C:15]2[CH:20]=[C:19]([CH3:21])[CH:18]=[C:17]([NH:22][C:23]3[NH:27][N:26]=[CH:25][CH:24]=3)[N:16]=2)[CH2:12][C@@H:11]([C:28]([O:30]C)=[O:29])[CH2:10]1)=[O:7])([CH3:4])([CH3:3])[CH3:2].[OH-].[Na+].[NH4+].[Cl-]>CO>[C:1]([O:5][C:6]([NH:8][C@H:9]1[CH2:14][N:13]([C:15]2[CH:20]=[C:19]([CH3:21])[CH:18]=[C:17]([NH:22][C:23]3[NH:27][N:26]=[CH:25][CH:24]=3)[N:16]=2)[CH2:12][C@@H:11]([C:28]([OH:30])=[O:29])[CH2:10]1)=[O:7])([CH3:4])([CH3:2])[CH3:3] |f:1.2,3.4|. Procedure details: To the solution of methyl cis-5-[(tert-butoxycarbonyl)amino]-1-[4-methyl-6-(1H-pyrazol-5-ylamino)pyridin-2-yl]piperidine-3-carboxylate (11.0 mg) in MeOH (5 ml) was added 5 M aqueous solution of NaOH (468.0 μl) at room temperature. After stirring for 4 hours, NH4Cl was added for neutralization and the mixture was concentrated. The residue was suspended into the mixed solvent of CHCl3 and MeOH. The insoluble material was removed by filtration. The filtrate was concentrated and the residue was puri...